This data is from the Open Reaction Database (ORD), a public repository of structured organic reaction records. The task is: describe an organic reaction: reactants, conditions, products, and yield The reactants are F.NC1=NC=C(C=N1)C=1C=C(C=CC1)NC1=C(C=C(C=C1)I)[N+](=O)[O-] (N-(3-(2-aminopyrimid-5-yl)phenyl)-2-nitro-4-iodoaniline hydrofluoride), O1C(=CC=C1)B(O)O (2-furanylboronic acid). RXN SMILES: F.[NH2:2][C:3]1[N:8]=[CH:7][C:6]([C:9]2[CH:10]=[C:11]([NH:15][C:16]3[CH:21]=[CH:20][C:19](I)=[CH:18][C:17]=3[N+:23]([O-:25])=[O:24])[CH:12]=[CH:13][CH:14]=2)=[CH:5][N:4]=1.[O:26]1[CH:30]=[CH:29][CH:28]=[C:27]1B(O)O>>[NH2:2][C:3]1[N:8]=[CH:7][C:6]([C:9]2[CH:10]=[C:11]([NH:15][C:16]3[CH:21]=[CH:20][C:19]([C:27]4[O:26][CH:30]=[CH:29][CH:28]=4)=[CH:18][C:17]=3[N+:23]([O-:25])=[O:24])[CH:12]=[CH:13][CH:14]=2)=[CH:5][N:4]=1 |f:0.1|. Product: NC1=NC=C(C=N1)C=1C=C(C=CC1)NC1=C(C=C(C=C1)C=1OC=CC1)[N+](=O)[O-] (N-(3-(2-Aminopyrimid-5-yl)phenyl)-4-(2-furanyl)-2-nitroaniline). Procedure details: N-(3-(2-Aminopyrimid-5-yl)phenyl)-4-(2-furanyl)-2-nitroaniline (7p) was prepared analogously from 6l (Example 10) and 2-furanylboronic acid in quantitative yield. Mp 178-180° C.